From a dataset of the Open Reaction Database (ORD), a public repository of structured organic reaction records. describe an organic reaction: reactants, conditions, products, and yield Starting materials: CC(C)(C)OC(=O)NC1CCC(CNc2nc(Cl)ncc2[N+](=O)[O-])CC1, CS(=O)(=O)c1ccccc1CN, CCN(C(C)C)C(C)C, Cl, CN(C)C=O. Yields the product CC(C)(C)OC(=O)NC1CCC(CNc2nc(NCc3ccccc3S(C)(=O)=O)ncc2[N+](=O)[O-])CC1. Reaction SMILES: [C:1]([CH3:2])([CH3:3])([CH3:4])[O:5][C:6]([NH:7][CH:8]1[CH2:9][CH2:10][CH:11]([CH2:14][NH:15][c:16]2[n:17][c:18]([Cl:25])[n:19][cH:20][c:21]2[N+:22](=[O:23])[O-:24])[CH2:12][CH2:13]1)=[O:26].[CH3:28][S:29](=[O:30])(=[O:31])[c:32]1[c:33]([CH2:34][NH2:35])[cH:36][cH:37][cH:38][cH:39]1.[CH:40]([N:41]([CH:42]([CH3:43])[CH3:44])[CH2:45][CH3:46])([CH3:47])[CH3:48].[ClH:27].[O:49]=[CH:50][N:51]([CH3:52])[CH3:53]>>[C:1]([CH3:2])([CH3:3])([CH3:4])[O:5][C:6]([NH:7][CH:8]1[CH2:9][CH2:10][CH:11]([CH2:14][NH:15][c:16]2[n:17][c:18]([NH:35][CH2:34][c:33]3[c:32]([S:29]([CH3:28])(=[O:30])=[O:31])[cH:39][cH:38][cH:37][cH:36]3)[n:19][cH:20][c:21]2[N+:22](=[O:23])[O-:24])[CH2:12][CH2:13]1)=[O:26]. Reaction SMILES: [OH-:1].[Na+].[CH2:3]([CH:5]1[N:14](OCCCCC(OCC)=O)[C:13]2[C:8](=[CH:9][CH:10]=[CH:11][CH:12]=2)[NH:7][C:6]1=[O:25])[CH3:4].[OH2:26].Cl.[CH3:28][OH:29]>>[CH2:3]([C:5]1[C:6](=[O:25])[NH:7][C:8]2[C:13]([N:14]=1)=[CH:12][C:11]([O:1][CH2:4][CH2:3][CH2:5][CH2:6][C:28]([OH:29])=[O:26])=[CH:10][CH:9]=2)[CH3:4] |f:0.1|. Run at time 8 hour. Reactants: Cl (HCl), [OH-].[Na+] (NaOH), C(C)C1C(NC2=CC=CC=C2N1OCCCCC(=O)OCC)=O (3-ethyl-4-(ethoxycarbonyl butoxy)-2-oxo-1,2-dihydroquinoxaline), CO (methanol), O (Water). Product: C(C)C=1C(NC2=CC=C(C=C2N1)OCCCCC(=O)O)=O (3-ethyl-6-(4-carboxy butoxy)-2-oxo,1,2-dihydroquinoxaline). Procedure: 2N-NaOH solution 28.0 ml was added to the compound 1012 (8.90 g, 28.9 mM) suspended in methanol 28.0 ml and the mixture was stirred overnight. Water 84.0 ml was added to the reaction mixture, and the mixture was adjusted to pH 2 by adding 6N-HCl. Precipitated crystals were collected by filtration, washed completely with water and dried to obtain the compound 1013. Starting materials: O=C([O-])[O-], CN(C)C=O, FC(F)(F)c1ncn(CCl)n1, N#CC(C#N)CCC(F)(F)F, [K+], [K+], O. The product is N#CC(C#N)(CCC(F)(F)F)Cn1cnc(C(F)(F)F)n1. Reaction SMILES: [C:23](=[O:24])([O-:25])[O-:26].[CH3:30][N:31]([CH3:32])[CH:33]=[O:34].[Cl:1][CH2:2][n:3]1[n:4][c:5]([C:8]([F:9])([F:10])[F:11])[n:6][cH:7]1.[F:12][C:13]([CH2:14][CH2:15][CH:16]([C:17]#[N:18])[C:19]#[N:20])([F:21])[F:22].[K+:27].[K+:28].[OH2:29]>>[CH2:2]([n:3]1[n:4][c:5]([C:8]([F:9])([F:10])[F:11])[n:6][cH:7]1)[C:16]([CH2:15][CH2:14][C:13]([F:12])([F:21])[F:22])([C:17]#[N:18])[C:19]#[N:20]. Starting materials: COC(=O)C=1N(C=CC1)C1=CC(=C(C=C1)[N+](=O)[O-])N (1-(3-amino-4-nitro-phenyl)-1H-pyrrole-2-carboxylic acid methyl ester), CC1(OC(C=C(O1)C=1C=C(C#N)C=CC1)=O)C (3-(2,2-dimethyl-6-oxo-6H-[1,3]dioxin-4-yl)-benzonitrile). Product: COC(=O)C=1N(C=CC1)C1=CC(=C(C=C1)[N+](=O)[O-])NC(CC(=O)C1=CC(=CC=C1)C#N)=O (1-{3-[3-(3-Cyano-phenyl)-3-oxo-propionylamino]-4-nitro-phenyl}-1H-pyrrole-2-carboxylic Acid Methyl Ester), solid. Reaction SMILES: [CH3:1][O:2][C:3]([C:5]1[N:6]([C:10]2[CH:15]=[CH:14][C:13]([N+:16]([O-:18])=[O:17])=[C:12]([NH2:19])[CH:11]=2)[CH:7]=[CH:8][CH:9]=1)=[O:4].CC1(C)[O:26][C:25]([C:27]2[CH:28]=[C:29]([CH:32]=[CH:33][CH:34]=2)[C:30]#[N:31])=[CH:24][C:23](=O)[O:22]1>>[CH3:1][O:2][C:3]([C:5]1[N:6]([C:10]2[CH:15]=[CH:14][C:13]([N+:16]([O-:18])=[O:17])=[C:12]([NH:19][C:23](=[O:22])[CH2:24][C:25]([C:27]3[CH:34]=[CH:33][CH:32]=[C:29]([C:30]#[N:31])[CH:28]=3)=[O:26])[CH:11]=2)[CH:7]=[CH:8][CH:9]=1)=[O:4]. Procedure: The title compound was prepared from 1-(3-amino-4-nitro-phenyl)-1H-pyrrole-2-carboxylic acid methyl ester (Example F9) and 3-(2,2-dimethyl-6-oxo-6H-[1,3]dioxin-4-yl)-benzonitrile (Example L1) according to the general procedure M. Obtained as a yellow solid (840 mg). The reactants are BrCc1ccccc1, O=C([O-])[O-], CC(C)=O, [K+], [K+], COC(=O)c1cc(O)ccc1O. Product: COC(=O)c1cc(OCc2ccccc2)ccc1O. As a reaction SMILES: [Br:19][CH2:20][c:21]1[cH:22][cH:23][cH:24][cH:25][cH:26]1.[C:13](=[O:14])([O-:15])[O-:16].[CH3:27][C:28](=[O:29])[CH3:30].[K+:17].[K+:18].[OH:1][c:2]1[c:3]([C:4](=[O:5])[O:6][CH3:7])[cH:8][c:9]([OH:12])[cH:10][cH:11]1>>[OH:1][c:2]1[c:3]([C:4](=[O:5])[O:6][CH3:7])[cH:8][c:9]([O:12][CH2:20][c:21]2[cH:22][cH:23][cH:24][cH:25][cH:26]2)[cH:10][cH:11]1. Reactants: C(C(=O)Cl)(=O)Cl (oxalyl chloride), ClCCl (dichloromethane), FC=1C=C(C=C(C1F)F)[C@@H]1CC[C@@H](N1)C(C)(C)O (2-[(2R,5S)-5-(3,4,5-trifluorophenyl)pyrrolidine-2-yl]propan-2-ol), N1=CC=CC=C1 (pyridine). Solvent: O (water). The product is CC1(OC(C(N2[C@@H]1CC[C@H]2C2=CC(=C(C(=C2)F)F)F)=O)=O)C ((6S,8aR)-1,1-dimethyl-6-(3,4,5-trifluorophenyl)tetrahydropyrrolo[2,1-c][1,4]oxazine-3,4-dione). As a reaction SMILES: [C:1](Cl)(=[O:5])[C:2](Cl)=[O:3].ClCCl.[F:10][C:11]1[CH:12]=[C:13]([C@H:19]2[NH:23][C@@H:22]([C:24]([OH:27])([CH3:26])[CH3:25])[CH2:21][CH2:20]2)[CH:14]=[C:15]([F:18])[C:16]=1[F:17].N1C=CC=CC=1>O>[CH3:26][C:24]1([CH3:25])[C@H:22]2[CH2:21][CH2:20][C@@H:19]([C:13]3[CH:12]=[C:11]([F:10])[C:16]([F:17])=[C:15]([F:18])[CH:14]=3)[N:23]2[C:2](=[O:3])[C:1](=[O:5])[O:27]1. Procedure details: Under ice-cooling, oxalyl chloride (320 μL) was added dropwise into a dichloromethane (30 mL) solution containing 2-[(2R,5S)-5-(3,4,5-trifluorophenyl)pyrrolidine-2-yl]propan-2-ol (745 mg) and pyridine (5 mL). After stirring for 30 minutes at the same temperature, water was added to the reaction solution, and the organic layer was partitioned. After washing the organic layer with brine, the resultant was dried over anhydrous magnesium sulfate. The solvent was removed under a vacuum, and the resid...